From a dataset of the Open Reaction Database (ORD), a public repository of structured organic reaction records. describe an organic reaction: reactants, conditions, products, and yield Reactants: [OH-].[Na+] (sodium hydroxide), COC1=C(C=C(C=C1C)NC(OCCCl)=O)NC(OCCCl)=O (bis(2-chloroethyl) (4-methoxy-5-methyl-1,3-phenylene)biscarbamate), Cl (hydrochloric acid). Solvent: O1CCOCC1 (dioxane). Conditions: temperature 45 celsius, time 2 hour. The product is COC1=C(C=C(C=C1C)N1C(OCC1)=O)N1C(OCC1)=O (3,3′-(4-methoxy-5-methyl-1,3-phenylene)bis(1,3-oxazolidin-2-one)). As a reaction SMILES: [OH-].[Na+].[CH3:3][O:4][C:5]1[C:10]([CH3:11])=[CH:9][C:8]([NH:12][C:13](=[O:18])[O:14][CH2:15][CH2:16]Cl)=[CH:7][C:6]=1[NH:19][C:20](=[O:25])[O:21][CH2:22][CH2:23]Cl.Cl>O1CCOCC1>[CH3:3][O:4][C:5]1[C:10]([CH3:11])=[CH:9][C:8]([N:12]2[CH2:16][CH2:15][O:14][C:13]2=[O:18])=[CH:7][C:6]=1[N:19]1[CH2:23][CH2:22][O:21][C:20]1=[O:25] |f:0.1|. Procedure: 200 ml of sodium hydroxide solution (20% strength) were initially introduced and heated to 45° C. Subsequently, 59 g of bis(2-chloroethyl) (4-methoxy-5-methyl-1,3-phenylene)biscarbamate were added in portions and the mixture was diluted with 200 ml of dioxane. The mixture was after-stirred for a further 2 h at 45° C. After stirring overnight at room temperature, the mixture was poured onto ice, and the mixture was neutralized with hydrochloric acid. The precipitated product was filtered off with... The reactants are C(C1=CC=CC=C1)OCCBr (2-benzyloxy-1-bromoethane), aqueous solution, Cl (hydrochloric acid), solution A, C(CC(=O)OCC)(=O)OCC (diethyl malonate), [H-].[Na+] (sodium hydride), solution A. The solvent is O1CCCC1 (tetrahydrofuran), O1CCCC1 (tetrahydrofuran). Reaction conditions: temperature 0 celsius. Product: C(C1=CC=CC=C1)OCCC(C(=O)OCC)C(=O)OCC (diethyl 2-(2-benzyloxyethyl)malonate). Isolated yield 90.4%. Reaction SMILES: [H-].[Na+].[C:3]([O:11][CH2:12][CH3:13])(=[O:10])[CH2:4][C:5]([O:7][CH2:8][CH3:9])=[O:6].[CH2:14]([O:21][CH2:22][CH2:23]Br)[C:15]1[CH:20]=[CH:19][CH:18]=[CH:17][CH:16]=1.Cl>O1CCCC1>[CH2:14]([O:21][CH2:22][CH2:23][CH:4]([C:5]([O:7][CH2:8][CH3:9])=[O:6])[C:3]([O:11][CH2:12][CH3:13])=[O:10])[C:15]1[CH:20]=[CH:19][CH:18]=[CH:17][CH:16]=1 |f:0.1|. Procedure: 506 mg (60% in oil, 13 mmol equivalents) of sodium hydride was added to 5.0 mL of tetrahydrofuran, and the mixture was cooled to about 0° C. in an ice bath. 3.2 mL (20.7 mmol equivalents) of diethyl malonate was added thereto (solution A). 2.3 g (10.7 mmol equivalents) of 2-benzyloxy-1-bromoethane was dissolved in 3.0 mL of tetrahydrofuran, this was added dropwise to solution A over 10 minutes, and the mixture was refluxed while heating overnight. After completion of the reaction, a 0.5 mol/L aq... Starting materials: aqueous solution, [O-]P(=O)([O-])[O-].[K+].[K+].[K+] (K3PO4), BrC1=CSC=2C1=NC=CC2Cl (3-bromo-7-chlorothieno[3,2-b]pyridine), FC1=CC=C(C=C1)B(O)O (4-fluorophenylboronic acid), O1CCOCC1 (dioxane). Reagents/catalysts: C1=CC=C(C=C1)P([C-]2C=CC=C2)C3=CC=CC=C3.C1=CC=C(C=C1)P([C-]2C=CC=C2)C3=CC=CC=C3.Cl[Pd]Cl.[Fe+2].C(Cl)Cl (PdCl2(dppf) CH2Cl2). Run in O (water). Conditions: temperature 90 celsius. Yields the product ClC1=C2C(=NC=C1)C(=CS2)C2=CC=C(C=C2)F (7-Chloro-3-(4-fluorophenyl)thieno[3,2-b]pyridine). Isolated yield 84.8%. As a reaction SMILES: Br[C:2]1[C:6]2=[N:7][CH:8]=[CH:9][C:10]([Cl:11])=[C:5]2[S:4][CH:3]=1.[F:12][C:13]1[CH:18]=[CH:17][C:16](B(O)O)=[CH:15][CH:14]=1.O1CCOCC1.[O-]P([O-])([O-])=O.[K+].[K+].[K+]>O.C1C=CC(P(C2C=CC=CC=2)[C-]2C=CC=C2)=CC=1.C1C=CC(P(C2C=CC=CC=2)[C-]2C=CC=C2)=CC=1.Cl[Pd]Cl.[Fe+2].C(Cl)Cl>[Cl:11][C:10]1[CH:9]=[CH:8][N:7]=[C:6]2[C:2]([C:16]3[CH:17]=[CH:18][C:13]([F:12])=[CH:14][CH:15]=3)=[CH:3][S:4][C:5]=12 |f:3.4.5.6,8.9.10.11.12|. Reported procedure: A vessel capable of sealing was charged with a mixture of 3-bromo-7-chlorothieno[3,2-b]pyridine (500 mg, 2.012 mmol), 4-fluorophenylboronic acid (310 mg, 2.213 mmol), PdCl2(dppf)-CH2Cl2 adduct (82 mg, 0.101 mmol), dioxane (8 mL), and a 2.0 M aqueous solution of K3PO4 (3 mL, 6.04 mmol) and was purged with nitrogen for 10 min. The vessel was sealed and heated at 90° C. for 1 h. Upon cooling, the reaction mixture was diluted with water and extracted with CH2Cl2. The combined organics were washed wi... Starting materials: C=CCc1c(O)cc(OC)cc1C(=O)OC, [K+], [OH-]. Yields the product COC(=O)c1cc(OC)cc2c1CC(C)O2. Reaction SMILES: [CH3:1][O:2][C:3]([c:4]1[c:5]([CH2:13][CH:14]=[CH2:15])[c:6]([OH:12])[cH:7][c:8]([O:10][CH3:11])[cH:9]1)=[O:16].[K+:18].[OH-:17]>>[CH3:1][O:2][C:3]([c:4]1[c:5]2[c:6]([cH:7][c:8]([O:10][CH3:11])[cH:9]1)[O:12][CH:14]([CH3:15])[CH2:13]2)=[O:16]. The reactants are i-propyl ester, BrC=1NC(=C(N1)C)C(=O)O (2-bromo-4-methyl-5-imidazolecarboxylic acid), N1(NCCCCCCCCC1)C1CCCCCCCCCC1 (diazabicycloundecane), [N+](=O)([O-])C1=CC=C(CBr)C=C1 (p-nitrobenzylbromide). Run in C1=CC=CC=C1 (benzene). The product is [N+](=O)([O-])C1=CC=C(CN2C(=NC(=C2C(=O)OC(C)C)C)Br)C=C1 (i-propyl 1-(4-nitrobenzyl)-2-bromo-4-methyl-5-imidazolecarboxylate), desired product. Yield: 20.0%. RXN SMILES: [Br:1][C:2]1[NH:3][C:4]([C:8]([OH:10])=[O:9])=[C:5]([CH3:7])[N:6]=1.N1(C2CCCCCCCCCC2)CCCCCC[CH2:15][CH2:14][CH2:13]N1.[N+:33]([C:36]1[CH:43]=[CH:42][C:39]([CH2:40]Br)=[CH:38][CH:37]=1)([O-:35])=[O:34]>C1C=CC=CC=1>[N+:33]([C:36]1[CH:43]=[CH:42][C:39]([CH2:40][N:3]2[C:4]([C:8]([O:10][CH:14]([CH3:15])[CH3:13])=[O:9])=[C:5]([CH3:7])[N:6]=[C:2]2[Br:1])=[CH:38][CH:37]=1)([O-:35])=[O:34]. Procedure details: To a solution of 2 g (8.1×10-3 moles) of i-propyl ester of 2-bromo-4-methyl-5-imidazolecarboxylic acid in 20 ml of benzene was added 1.2 ml (8.1×10-3 moles) of diazabicycloundecane, followed by 1.7 g (8.1×10-3 moles) of p-nitrobenzylbromide. The resulting mixture was heated to reflux overnight, cooled to room temperature and filtered. Concentration in vacuo gave a golden oil. This residue was purified by medium pressure liquid chromatography on silica gel to yield 2.1 g (70%) i-propyl 1-(4-nitro... The reactants are CCCCCCC (heptane), CN(C)C=O (DMF), BrC=1C=C(C=C(C1)C1=CC=CC=C1)O (5-bromobiphenyl-3-ol). Reagents/catalysts: C=1C=CC(=CC1)[P](C=2C=CC=CC2)(C=3C=CC=CC3)[Pd]([P](C=4C=CC=CC4)(C=5C=CC=CC5)C=6C=CC=CC6)([P](C=7C=CC=CC7)(C=8C=CC=CC8)C=9C=CC=CC9)[P](C=1C=CC=CC1)(C=1C=CC=CC1)C=1C=CC=CC1 (Tetrakis(triphenylphosphine)palladium), [C-]#N.[Zn+2].[C-]#N (zinc cyanide). Reaction conditions: temperature 200 celsius. The product is OC=1C=C(C=C(C1)C1=CC=CC=C1)C#N (5-hydroxybiphenyl-3-carbonitrile). Yield: 38.0%. As a reaction SMILES: Br[C:2]1[CH:3]=[C:4]([OH:14])[CH:5]=[C:6]([C:8]2[CH:13]=[CH:12][CH:11]=[CH:10][CH:9]=2)[CH:7]=1.CCCCCCC.[CH3:22][N:23](C=O)C>C1C=CC([P]([Pd]([P](C2C=CC=CC=2)(C2C=CC=CC=2)C2C=CC=CC=2)([P](C2C=CC=CC=2)(C2C=CC=CC=2)C2C=CC=CC=2)[P](C2C=CC=CC=2)(C2C=CC=CC=2)C2C=CC=CC=2)(C2C=CC=CC=2)C2C=CC=CC=2)=CC=1.[C-]#N.[Zn+2].[C-]#N>[OH:14][C:4]1[CH:3]=[C:2]([C:22]#[N:23])[CH:7]=[C:6]([C:8]2[CH:13]=[CH:12][CH:11]=[CH:10][CH:9]=2)[CH:5]=1 |f:4.5.6,^1:30,32,51,70|. Reported procedure: Tetrakis(triphenylphosphine)palladium (0) (116 mg, 0.1 mmol) was added to 5-bromobiphenyl-3-ol (250 mg, 1 mmol) and zinc cyanide (117 mg, 1.0 mmol) dissolved in DMF (5 mL) in a microwave vessel. The reaction vessel was sealed and then heated at 200° C. for 300 seconds. The reaction was quenched with water and the product was extracted into DCM. The solution was filtered and then concentrated in vacuo. The crude material was then purified by chromatography on silica gel. Elution with 10:90 ethyl ...